This data is from the Open Reaction Database (ORD), a public repository of structured organic reaction records. The task is: describe an organic reaction: reactants, conditions, products, and yield Starting materials: Cl (hydrochloric acid), FC1=C(C=CC(=C1)O)N1C(N(C(=CC1=O)C(F)(F)F)C)=O (3-(2-fluoro-4-hydroxyphenyl)-1-methyl-6-trifluoromethyluracil), ClC1=CC=C(C=C1)CCl (4-chlorophenylmethyl chloride), C([O-])([O-])=O.[K+].[K+] (potassium carbonate). Procedure: A stirred solution of 0.6 gram (0.002 mole) of 3-(2-fluoro-4-hydroxyphenyl)-1-methyl-6-trifluoromethyluracil, 0.3 gram (0.002 mole) of 4-chlorophenylmethyl chloride, and 0.5 gram (0.004 mole) of potassium carbonate in 50 mL of N,N-dimethylformamide was heated at 80° C. for about 18 hours. After this time the reaction mixture was poured into aqueous 0.25N hydrochloric acid. The mixture was extracted with ethyl acetate, and the combined extracts were washed with water. The organic layer was dried ... Product: ClC1=CC=C(C=C1)COC1=CC(=C(C=C1)N1C(N(C(=CC1=O)C(F)(F)F)C)=O)F (3-[4-(4-chlorophenylmethoxy)-2-fluorophenyl]-1-methyl-6-trifluoromethyluracil). As a reaction SMILES: [F:1][C:2]1[CH:7]=[C:6]([OH:8])[CH:5]=[CH:4][C:3]=1[N:9]1[C:14](=[O:15])[CH:13]=[C:12]([C:16]([F:19])([F:18])[F:17])[N:11]([CH3:20])[C:10]1=[O:21].[Cl:22][C:23]1[CH:28]=[CH:27][C:26]([CH2:29]Cl)=[CH:25][CH:24]=1.C(=O)([O-])[O-].[K+].[K+].Cl>CN(C)C=O>[Cl:22][C:23]1[CH:28]=[CH:27][C:26]([CH2:29][O:8][C:6]2[CH:5]=[CH:4][C:3]([N:9]3[C:14](=[O:15])[CH:13]=[C:12]([C:16]([F:17])([F:18])[F:19])[N:11]([CH3:20])[C:10]3=[O:21])=[C:2]([F:1])[CH:7]=2)=[CH:25][CH:24]=1 |f:2.3.4|. The solvent is CN(C=O)C (N,N-dimethylformamide). Isolated yield 81.6%.